From a dataset of the Open Reaction Database (ORD), a public repository of structured organic reaction records. describe an organic reaction: reactants, conditions, products, and yield Starting materials: ClC=1C=C(OC2=C(C#N)C=CC=C2)C=CC1Cl (2-(3,4-dichlorophenoxy)benzonitrile), [Cl-].[Al+3].[Cl-].[Cl-] (aluminum chloride), [H-].[Al+3].[Li+].[H-].[H-].[H-] (lithium aluminum hydride), C(O)([O-])=O.[Na+] (sodium hydrogen carbonate). Solvent: C(C)OCC (diethyl ether), C(C)OCC (diethyl ether), C(C)OCC (diethyl ether). Conditions: temperature 0 celsius, time 30 minute. Product: Cl.ClC=1C=C(OC2=C(C=CC=C2)CN)C=CC1Cl (2-(3,4-dichlorophenoxy)benzenemethanamine hydrochloride). Yield: 75.0%. Reaction SMILES: [Cl-].[Al+3].[Cl-].[Cl-].[H-].[Al+3].[Li+].[H-].[H-].[H-].[Cl:11][C:12]1[CH:13]=[C:14]([CH:24]=[CH:25][C:26]=1[Cl:27])[O:15][C:16]1[CH:23]=[CH:22][CH:21]=[CH:20][C:17]=1[C:18]#[N:19].C(=O)([O-])O.[Na+]>C(OCC)C>[ClH:11].[Cl:11][C:12]1[CH:13]=[C:14]([CH:24]=[CH:25][C:26]=1[Cl:27])[O:15][C:16]1[CH:23]=[CH:22][CH:21]=[CH:20][C:17]=1[CH2:18][NH2:19] |f:0.1.2.3,4.5.6.7.8.9,11.12,14.15|. Procedure details: A solution of 10 g of anhydrous aluminum chloride in 150 ml of dry diethyl ether was added dropwise under nitrogen to a suspension of 3.1 g of lithium aluminum hydride in 150 ml of dry diethyl ether, and the mixture was cooled at 0° C. After 30 min at 0° C., a solution of 5.0 g of 2-(3,4-dichlorophenoxy)benzonitrile in 150 ml of dry diethyl ether was added slowly. The mixture was stirred for 24 h at 25° C., and a concentrated aqueous solution of sodium hydrogen carbonate was added. The precipita... Starting materials: C(C1=CC=CC=C1)OC1=CC=C(C=C1)CC(C)NC(CC(C1=CC=CC=C1)C1=CC=CC=C1)=O (1-(p-benzyloxyphenyl)-2-(3,3-diphenylpropionamido)-propane), CO (methanol), Cl (hydrochloric acid). Solvent: O1CCCC1 (tetrahydrofuran), B (borane), O1CCCC1 (tetrahydrofuran). Yields the product Cl.C(C1=CC=CC=C1)OC1=CC=C(C=C1)CC(C)NCCC(C1=CC=CC=C1)C1=CC=CC=C1 (1-(p-benzyloxyphenyl)-2-(3,3-diphenylpropylamino)-propane hydrochloride). Reaction SMILES: [CH2:1]([O:8][C:9]1[CH:14]=[CH:13][C:12]([CH2:15][CH:16]([NH:18][C:19](=O)[CH2:20][CH:21]([C:28]2[CH:33]=[CH:32][CH:31]=[CH:30][CH:29]=2)[C:22]2[CH:27]=[CH:26][CH:25]=[CH:24][CH:23]=2)[CH3:17])=[CH:11][CH:10]=1)[C:2]1[CH:7]=[CH:6][CH:5]=[CH:4][CH:3]=1.CO.[ClH:37]>O1CCCC1.B>[ClH:37].[CH2:1]([O:8][C:9]1[CH:14]=[CH:13][C:12]([CH2:15][CH:16]([NH:18][CH2:19][CH2:20][CH:21]([C:22]2[CH:23]=[CH:24][CH:25]=[CH:26][CH:27]=2)[C:28]2[CH:33]=[CH:32][CH:31]=[CH:30][CH:29]=2)[CH3:17])=[CH:11][CH:10]=1)[C:2]1[CH:3]=[CH:4][CH:5]=[CH:6][CH:7]=1 |f:5.6|. Procedure: To the suspension of 11.2 g of dl-1-(p-benzyloxyphenyl)-2-(3,3-diphenylpropionamido)-propane in 200 ml of tetrahydrofuran, 150 ml of 1 molar borane in tetrahydrofuran are added dropwise while stirring under nitrogen at 0°. The mixture is refluxed overnight, cooled to 0° and treated dropwise with 150 ml of methanol, followed by 30 ml of concentrated hydrochloric acid. The mixture is evaporated, again treated with 150 ml of methanol, warmed to 50° and evaporated. The resulting white solid is recry... Starting materials: CON(C(=O)C1=CN(C2=CC=CC=C2C1=O)CC1=NC(=CC=C1)Br)C (1-(6-bromo-pyridin-2-ylmethyl)-4-oxo-1,4-dihydro-quinoline-3-carboxylic acid methoxy-methyl-amide), white powder, C(C)C1=NC=C(C=C1)I (2-ethyl-5-iodo-pyridine), C(C)(C)[Mg]Cl (isopropylmagnesium chloride). Run in C1CCOC1 (THF), C1CCOC1 (THF). Product: BrC1=CC=CC(=N1)CN1C=C(C(C2=CC=CC=C12)=O)C(=O)C=1C=NC(=CC1)CC (1-(6-Bromo-pyridin-2-ylmethyl)-3-(6-ethyl-pyridine-3-carbonyl)-1H-quinolin-4-one). RXN SMILES: CON(C)[C:4]([C:6]1[C:15](=[O:16])[C:14]2[C:9](=[CH:10][CH:11]=[CH:12][CH:13]=2)[N:8]([CH2:17][C:18]2[CH:23]=[CH:22][CH:21]=[C:20]([Br:24])[N:19]=2)[CH:7]=1)=[O:5].[CH2:26]([C:28]1[CH:33]=[CH:32][C:31](I)=[CH:30][N:29]=1)[CH3:27].C([Mg]Cl)(C)C>C1COCC1>[Br:24][C:20]1[N:19]=[C:18]([CH2:17][N:8]2[C:9]3[C:14](=[CH:13][CH:12]=[CH:11][CH:10]=3)[C:15](=[O:16])[C:6]([C:4]([C:31]3[CH:30]=[N:29][C:28]([CH2:26][CH3:27])=[CH:33][CH:32]=3)=[O:5])=[CH:7]2)[CH:23]=[CH:22][CH:21]=1. Procedure details: Experimental conditions analogous to those described for Step 6 of Example 60 from 120 mg (0.30 mmol) of 1-(6-bromo-pyridin-2-ylmethyl)-4-oxo-1,4-dihydro-quinoline-3-carboxylic acid methoxy-methyl-amide in 1 mL THF and 153 mg (0.66 mmol) of 2-ethyl-5-iodo-pyridine in 1 mL THF with 0.34 mL 2M isopropylmagnesium chloride. Yield: 62 mg of a white powder. LC-MSD, m/z for C23H18BrN3O2 [M+H]+=448.0, 450.0; HPLC retention time: 1.6 min. Product: O=C(CC(=O)C(F)(F)F)c1ccc(-c2ccco2)cc1. As a reaction SMILES: [CH3:30][O:31][CH2:32][CH2:33][O:34][CH3:35].[F:1][C:2]([C:3]([CH2:4][C:5](=[O:6])[c:7]1[cH:8][cH:9][c:10]([Br:13])[cH:11][cH:12]1)=[O:14])([F:15])[F:16].[Na+:29].[O-:25][C:26]([OH:27])=[O:28].[o:17]1[c:18]([B:22]([OH:23])[OH:24])[cH:19][cH:20][cH:21]1>>[F:1][C:2]([C:3]([CH2:4][C:5](=[O:6])[c:7]1[cH:8][cH:9][c:10](-[c:18]2[o:17][cH:21][cH:20][cH:19]2)[cH:11][cH:12]1)=[O:14])([F:15])[F:16]. Reactants: COCCOC, O=C(CC(=O)C(F)(F)F)c1ccc(Br)cc1, [Na+], O=C([O-])O, OB(O)c1ccco1. Reactants: NC1=C(C(=NC(=N1)C(F)(F)F)O)SC#N (6-amino-5-thiocyanato-2-trifluoromethyl-pyrimidin-4-ol). Solvent: CN(C=O)C (N,N-dimethylformamide), C(C)(=O)OCC (ethyl acetate). Yields the product NC=1SC2=C(N=C(N=C2O)C(F)(F)F)N1 (2-amino-5-trifluoromethyl-thiazolo[4,5-d]pyrimidin-7-ol). Yield: 78.8%. Reaction SMILES: [NH2:1][C:2]1[N:7]=[C:6]([C:8]([F:11])([F:10])[F:9])[N:5]=[C:4]([OH:12])[C:3]=1[S:13][C:14]#[N:15]>CN(C)C=O.C(OCC)(=O)C>[NH2:15][C:14]1[S:13][C:3]2[C:4]([OH:12])=[N:5][C:6]([C:8]([F:10])([F:11])[F:9])=[N:7][C:2]=2[N:1]=1. Reported procedure: A solution of the compound (4.25 g) obtained in Step 5 in N,N-dimethylformamide (128 ml) was stirred at 130° C. for 14 hr. The reaction mixture was concentrated under reduced pressure, xylene was added to the residue, and the mixture was concentrated again under reduced pressure. The obtained crude crystals were suspended in ethyl acetate, collected by filtration and dried to give the title compound (3.35 g). Reactants: C(C)(=O)O (Acetic acid), C(C=C)OC(=O)O[C@@H]1[C@H]([C@H](O[Si](C)(C)C(C)(C)C)O[C@@H]([C@H]1OP1(OCC2=C(CO1)C=CC=C2)=O)COCC2=CC=CC=C2)N=[N+]=[N-] (t-Butyldimethylsilyl 3-O-allyloxycarbonyl-2-azido-6-O-benzyl-2-deoxy-4-O-(1,5-dihydro-3-oxo-3λ5-3H-2,4,3-benzodioxaphosphepin-3yl)-β-D-glucopyranoside), C(=O)(OCC1C2=CC=CC=C2C2=CC=CC=C12)Cl (FmocCl), amine, CCN(C(C)C)C(C)C (DIPEA). Reagents/catalysts: [Zn] (zinc). The solvent is C(Cl)Cl (DCM), CCCCCC.C(C)(=O)OCC (hexane ethyl acetate), C(Cl)Cl (DCM), C(C)(=O)OCC (ethyl acetate), C(Cl)Cl (DCM). Conditions: time 2 hour. The product is C(C=C)OC(=O)O[C@@H]1[C@H]([C@H](O[Si](C)(C)C(C)(C)C)O[C@@H]([C@H]1OP1(OCC2=C(CO1)C=CC=C2)=O)COCC2=CC=CC=C2)NC(=O)OCC2C1=CC=CC=C1C=1C=CC=CC21 (t-Butyldimethylsilyl 3-O-allyloxycarbonyl-6-O-benzyl-2-deoxy-4-O-(1,5-dihydro-3-oxo-3λ5-3H-2,4,3-benzodioxaphosphepin-3yl)-2-(9-fluorenylmethoxycarbonylamino)-β-D-glucopyranoside). Isolated yield 79.9%. As a reaction SMILES: C(O)(=O)C.[CH2:5]([O:8][C:9]([O:11][C@H:12]1[C@H:25]([O:26][P:27]2(=[O:38])[O:33][CH2:32][C:31]3[CH:34]=[CH:35][CH:36]=[CH:37][C:30]=3[CH2:29][O:28]2)[C@@H:24]([CH2:39][O:40][CH2:41][C:42]2[CH:47]=[CH:46][CH:45]=[CH:44][CH:43]=2)[O:23][C@@H:14]([O:15][Si:16]([C:19]([CH3:22])([CH3:21])[CH3:20])([CH3:18])[CH3:17])[C@@H:13]1[N:48]=[N+]=[N-])=[O:10])[CH:6]=[CH2:7].[C:51](Cl)([O:53][CH2:54][CH:55]1[C:67]2[C:62](=[CH:63][CH:64]=[CH:65][CH:66]=2)[C:61]2[C:56]1=[CH:57][CH:58]=[CH:59][CH:60]=2)=[O:52].CCN(C(C)C)C(C)C>C(Cl)Cl.C(OCC)(=O)C.[Zn].CCCCCC.C(OCC)(=O)C>[CH2:5]([O:8][C:9]([O:11][C@H:12]1[C@H:25]([O:26][P:27]2(=[O:38])[O:33][CH2:32][C:31]3[CH:34]=[CH:35][CH:36]=[CH:37][C:30]=3[CH2:29][O:28]2)[C@@H:24]([CH2:39][O:40][CH2:41][C:42]2[CH:47]=[CH:46][CH:45]=[CH:44][CH:43]=2)[O:23][C@@H:14]([O:15][Si:16]([C:19]([CH3:22])([CH3:21])[CH3:20])([CH3:18])[CH3:17])[C@@H:13]1[NH:48][C:51]([O:53][CH2:54][CH:55]1[C:56]2[CH:57]=[CH:58][CH:59]=[CH:60][C:61]=2[C:62]2[C:67]1=[CH:66][CH:65]=[CH:64][CH:63]=2)=[O:52])=[O:10])[CH:6]=[CH2:7] |f:7.8|. Procedure details: Acetic acid (300 μL, 5.20 mmol) was added dropwise to a stirred suspension of 10 (1.40 g, 2.08 mmol) and zinc powder (676 mg, 10.4 mmol) in DCM (15 mL). The reaction mixture was stirred at room temperature for 2 h, after which it was diluted with ethyl acetate (50 mL). The solids were removed by filtration and washed with ethyl acetate (2×10 mL). The combined filtrates were washed with saturated aqueous NaHCO3 (2×40 mL) and brine (2×40 mL). The organic phase was dried (MgSO4), filtered, and the ... The reactants are O=C(OCc1ccccc1)N1CC(F)C(CBr)C1, CC#N, NC1CC1. Yields the product O=C(OCc1ccccc1)N1CC(F)C(CNC2CC2)C1. As a reaction SMILES: [CH2:1]([c:2]1[cH:3][cH:4][cH:5][cH:6][cH:7]1)[O:8][C:9](=[O:10])[N:11]1[CH2:12][CH:13]([CH2:17][Br:18])[CH:14]([F:16])[CH2:15]1.[CH3:23][C:24]#[N:25].[CH:19]1([NH2:22])[CH2:20][CH2:21]1>>[CH2:1]([c:2]1[cH:3][cH:4][cH:5][cH:6][cH:7]1)[O:8][C:9](=[O:10])[N:11]1[CH2:12][CH:13]([CH2:17][NH:22][CH:19]2[CH2:20][CH2:21]2)[CH:14]([F:16])[CH2:15]1.